The task is: describe an organic reaction: reactants, conditions, products, and yield. This data is from the Open Reaction Database (ORD), a public repository of structured organic reaction records. As a reaction SMILES: Cl.[O:2]1[C:6]2[CH:7]=[CH:8][CH:9]=[C:10]([CH:11]3[CH2:16][CH2:15][N:14]([CH2:17][CH2:18][C@H:19]4[CH2:24][CH2:23][C@H:22]([NH2:25])[CH2:21][CH2:20]4)[CH2:13][CH2:12]3)[C:5]=2[O:4][CH2:3]1.[CH3:26][CH:27]([CH2:31][CH3:32])[C:28](O)=[O:29]>>[O:2]1[C:6]2[CH:7]=[CH:8][CH:9]=[C:10]([CH:11]3[CH2:16][CH2:15][N:14]([CH2:17][CH2:18][C@H:19]4[CH2:20][CH2:21][C@H:22]([NH:25][C:28](=[O:29])[CH:27]([CH3:26])[CH2:31][CH3:32])[CH2:23][CH2:24]4)[CH2:13][CH2:12]3)[C:5]=2[O:4][CH2:3]1 |f:0.1|. Procedure details: The title compound, white solid (17.7 mg, 62.7%), MS (ISP) m/z=415.3 [(M+H)+], was prepared in accordance with the general method of example 1 from Trans-4-[2-(4-Benzo[1,3]dioxol-4-yl-piperidin-1-yl)-ethyl]-cyclohexylamine hydrochloride (intermediate A) (25 mg, 0.0681 mmol) and 2-methylbutanoic acid. Product: O1COC2=C1C=CC=C2C2CCN(CC2)CC[C@@H]2CC[C@H](CC2)NC(C(CC)C)=O (Trans-N-{4-[2-(4-Benzo[1,3]dioxol-4-yl-piperidin-1-yl)-ethyl]-cyclohexyl}-2-methyl-butyramide). The reactants are solid, Cl.O1COC2=C1C=CC=C2C2CCN(CC2)CC[C@@H]2CC[C@H](CC2)N (Trans-4-[2-(4-Benzo[1,3]dioxol-4-yl-piperidin-1-yl)-ethyl]-cyclohexylamine hydrochloride), Cl.O1COC2=C1C=CC=C2C2CCN(CC2)CC[C@@H]2CC[C@H](CC2)N (Trans-4-[2-(4-Benzo[1,3]dioxol-4-yl-piperidin-1-yl)-ethyl]-cyclohexylamine hydrochloride), CC(C(=O)O)CC (2-methylbutanoic acid).